This data is from the Open Reaction Database (ORD), a public repository of structured organic reaction records. The task is: describe an organic reaction: reactants, conditions, products, and yield Yields the product COC([C@@H](NNC(C1=C(C=C(C=C1)NC(=O)OC(C)(C)C)[N+](=O)[O-])=O)CCC(=O)OC)=O (dimethyl-N-(4-(tert.-butoxycarbonylamino)-2-nitrobenzamido)-L-glutamate). The reactants are COC([C@@H](NNC(C1=C(C=C(C=C1)N)[N+](=O)[O-])=O)CCC(=O)OC)=O (N-(4-amino-2-nitrobenzamido)-L-glutamic acid-dimethylester), FC(C(=O)O)(F)F (trifluoroacetic acid). Reported procedure: The synthesis was achieved in analogy to example 3. From 17 g of dimethyl-N-(4-(tert.-butoxycarbonylamino)-2-nitrobenzamido)-L-glutamate 19.5 g of N-(4-amino-2-nitrobenzamido)-L-glutamic acid-dimethylester×trifluoroacetic acid salt were obtained which were used directly in example 4(c). RXN SMILES: [CH3:1][O:2][C:3](=[O:25])[C@H:4]([CH2:19][CH2:20][C:21]([O:23][CH3:24])=[O:22])[NH:5][NH:6][C:7](=[O:18])[C:8]1[CH:13]=[CH:12][C:11]([NH2:14])=[CH:10][C:9]=1[N+:15]([O-:17])=[O:16].FC(F)(F)[C:28]([OH:30])=[O:29]>>[CH3:1][O:2][C:3](=[O:25])[C@H:4]([CH2:19][CH2:20][C:21]([O:23][CH3:24])=[O:22])[NH:5][NH:6][C:7](=[O:18])[C:8]1[CH:13]=[CH:12][C:11]([NH:14][C:28]([O:30][C:8]([CH3:13])([CH3:9])[CH3:7])=[O:29])=[CH:10][C:9]=1[N+:15]([O-:17])=[O:16]. The reactants are CN(C)\C=C(\C(=O)OCC)/CC (ethyl (2E)-2-(dimethylaminomethylidene)butanoate), N(N)C1=NC=CC(=C1)C#N (2-hydrazinylpyridine-4-carbonitrile). The product is C(#N)C1=CC(=NC=C1)NN\C=C(\C(=O)OCC)/CC (ethyl (2E)-2-[[2-(4-cyanopyridin-2-yl)hydrazinyl]methylidene]butanoate). Reaction SMILES: C[N:2](/[CH:4]=[C:5](\[CH2:11][CH3:12])/[C:6]([O:8][CH2:9][CH3:10])=[O:7])C.[NH:13]([C:15]1[CH:20]=[C:19]([C:21]#[N:22])[CH:18]=[CH:17][N:16]=1)N>>[C:21]([C:19]1[CH:18]=[CH:17][N:16]=[C:15]([NH:13][NH:2]/[CH:4]=[C:5](\[CH2:11][CH3:12])/[C:6]([O:8][CH2:9][CH3:10])=[O:7])[CH:20]=1)#[N:22]. Procedure details: The title compound was prepared from ethyl (2E)-2-(dimethylaminomethylidene)butanoate and 2-hydrazinylpyridine-4-carbonitrile (PREPARATION 2) according to the procedure for the preparation of Example 84, part B. [M+H] Calc'd for C13H16N4O2, 261. Found, 261. Reactants: CN(C)C1(C#N)CCCC1, CNC, CCC(C)=O, Cl, N#C[K], O. Yields the product CCC(C)(C#N)N(C)C. RXN SMILES: [CH3:13][N:14]([C:15]1([C:20]#[N:21])[CH2:16][CH2:17][CH2:18][CH2:19]1)[CH3:22].[CH3:2][NH:3][CH3:4].[CH3:5][C:6](=[O:7])[CH2:8][CH3:9].[ClH:1].[K:10][C:11]#[N:12].[OH2:23]>>[CH3:13][N:14]([C:15]([CH2:16][CH3:17])([CH3:19])[C:20]#[N:21])[CH3:22]. Starting materials: C(C)OC(CC(CCC(=O)OCC)=O)=O (Diethyl-3-oxoadipate), CO (methanol), C(=O)[O-].[NH4+] (ammonium formate), [BH3-]C#N.[Na+] (NaBH3CN). Run in Cl (HCl), C(Cl)Cl (Methylene chloride). The product is C(C)OC(CC(CCC(=O)OCC)N)=O (diethyl-3-aminoadipate). Yield: 75.0%. As a reaction SMILES: [CH2:1]([O:3][C:4](=[O:15])[CH2:5][C:6](=O)[CH2:7][CH2:8][C:9]([O:11][CH2:12][CH3:13])=[O:10])[CH3:2].CO.C([O-])=O.[NH4+].[BH3-]C#[N:24].[Na+]>Cl.C(Cl)Cl>[CH2:1]([O:3][C:4](=[O:15])[CH2:5][CH:6]([NH2:24])[CH2:7][CH2:8][C:9]([O:11][CH2:12][CH3:13])=[O:10])[CH3:2] |f:2.3,4.5|. Reported procedure: Diethyl-3-oxoadipate (10 g, 46 mmol) was added to methanol (225 ml) followed by ammonium formate (27.4 g, 460 mmol) and NaBH3CN (2.7 g, 46 mmol) at 25° C. After 24 h the methanol was removed in vacuo to leave a white mass. Methylene chloride was added and the mixture filtered. The methylene chloride was evaporated resulting in an oil which was dissolved in 1N HCl (200 ml), and was extracted with ether (100 ml). The ether layer was discarded, and the aqueous layer was made basic using solid K2CO3... The reactants are O=C(Br)CBr, CCOCC, Clc1ccc(OCc2cc3ccccc3[nH]2)cc1, [Li+], [Li+], O=C([O-])[O-]. The product is O=C(CBr)c1c(COc2ccc(Cl)cc2)[nH]c2ccccc12. As a reaction SMILES: [Br:1][CH2:2][C:3](=[O:4])[Br:5].[CH3:30][CH2:31][O:32][CH2:33][CH3:34].[Cl:6][c:7]1[cH:8][cH:9][c:10]([O:11][CH2:12][c:13]2[nH:14][c:15]3[cH:16][cH:17][cH:18][cH:19][c:20]3[cH:21]2)[cH:22][cH:23]1.[Li+:24].[Li+:25].[O-:26][C:27](=[O:28])[O-:29]>>[Br:1][CH2:2][C:3](=[O:4])[c:21]1[c:13]([CH2:12][O:11][c:10]2[cH:9][cH:8][c:7]([Cl:6])[cH:23][cH:22]2)[nH:14][c:15]2[cH:16][cH:17][cH:18][cH:19][c:20]21. Starting materials: O=C([O-])[O-], ClCI, [Cs+], [Cs+], C1CCOC1, COc1cc(O)c(C2C(=O)N(C(c3ccccc3)c3ccccc3)c3ccccc32)cc1C. The product is COc1cc2c(cc1C)C1(CO2)C(=O)N(C(c2ccccc2)c2ccccc2)c2ccccc21. Reaction SMILES: [C:34](=[O:35])([O-:36])[O-:37].[Cl:40][CH2:41][I:42].[Cs+:38].[Cs+:39].[O:43]1[CH2:44][CH2:45][CH2:46][CH2:47]1.[c:1]1([CH:7]([N:8]2[C:9](=[O:27])[CH:10]([c:17]3[c:18]([OH:26])[cH:19][c:20]([O:24][CH3:25])[c:21]([CH3:23])[cH:22]3)[c:11]3[cH:12][cH:13][cH:14][cH:15][c:16]32)[c:28]2[cH:29][cH:30][cH:31][cH:32][cH:33]2)[cH:2][cH:3][cH:4][cH:5][cH:6]1>>[c:1]1([CH:7]([N:8]2[C:9](=[O:27])[C:10]3([c:11]4[cH:12][cH:13][cH:14][cH:15][c:16]42)[c:17]2[c:18]([cH:19][c:20]([O:24][CH3:25])[c:21]([CH3:23])[cH:22]2)[O:26][CH2:34]3)[c:28]2[cH:29][cH:30][cH:31][cH:32][cH:33]2)[cH:2][cH:3][cH:4][cH:5][cH:6]1. Starting materials: N1N=CN=C1 (1,2,4-triazole), [OH-].[Na+] (sodium hydroxide), N(=NC(C#N)(C)C)C(C#N)(C)C (azo-bis-isobutyronitrile), C(C)(C)(C)C1(OC1)CCC1=CC=C(C=C1)Cl (2-tert.-butyl-2-(4-chloro-phenyl-ethyl)-oxirane). The solvent is CN1C(CCC1)=O (N-methylpyrrolidone), CN1C(CCC1)=O (N-methyl-pyrrolidone). Reaction conditions: temperature 120 celsius. Yields the product ClC1=CC=C(C=C1)CCC(C(C)(C)C)(O)CN1N=CN=C1 (1-(4-chloro-phenyl)-4,4-dimethyl-3-(1,2,4-triazol-1-yl-methyl)-pentan-3-ol). Yield: 85.4%. RXN SMILES: [OH-].[Na+].N(C(C)(C)C#N)=NC(C)(C)C#N.[C:15]([C:19]1([CH2:22][CH2:23][C:24]2[CH:29]=[CH:28][C:27]([Cl:30])=[CH:26][CH:25]=2)[CH2:21][O:20]1)([CH3:18])([CH3:17])[CH3:16].[NH:31]1[CH:35]=[N:34][CH:33]=[N:32]1>CN1CCCC1=O>[Cl:30][C:27]1[CH:28]=[CH:29][C:24]([CH2:23][CH2:22][C:19]([CH2:21][N:31]2[CH:35]=[N:34][CH:33]=[N:32]2)([OH:20])[C:15]([CH3:18])([CH3:17])[CH3:16])=[CH:25][CH:26]=1 |f:0.1|. Reported procedure: 4.15 g (0.103 mole) of sodium hydroxide and a spatula-tip of azo-bis-isobutyronitrile were added to a solution of 71.55 g (0.3 mole) of 2-tert.-butyl-2-(4-chloro-phenyl-ethyl)-oxirane in 10 ml of N-methylpyrrolidone. The mixture was heated to 120° C. and a solution of 20.7 g (0.3 mole) of 1,2,4-triazole was added dropwise in the course of 3 hours, with stirring. The mixture was then stirred at 120° C. for a further hour and then allowed to cool. Thereafter, it was worked up by a procedure in whi...